This data is from the Open Reaction Database (ORD), a public repository of structured organic reaction records. The task is: describe an organic reaction: reactants, conditions, products, and yield Reactants: NC1=C(C(=NN1)NC1=CC(=CC=C1)Cl)C(=O)N (5-amino-3-((3-chlorophenyl)amino)-1H-pyrazole-4-carboxamide), OCCOC=1C=C(C=O)C=CC1 (3-(2-hydroxyethoxy)-benzaldehyde). The reagents and catalysts are N1CCCCC1 (piperidine). Solvent: CCO (EtOH). The product is ClC=1C=C(C=CC1)NC1=NNC(=C1C(=O)N)N=CC1=CC(=CC=C1)OCCO (3-((3-chlorophenyl)amino)-5-((3-(2-hydroxyethoxy)benzylidene)amino)-1H-pyrazole-4-carboxamide). RXN SMILES: [NH2:1][C:2]1[NH:6][N:5]=[C:4]([NH:7][C:8]2[CH:13]=[CH:12][CH:11]=[C:10]([Cl:14])[CH:9]=2)[C:3]=1[C:15]([NH2:17])=[O:16].[OH:18][CH2:19][CH2:20][O:21][C:22]1[CH:23]=[C:24]([CH:27]=[CH:28][CH:29]=1)[CH:25]=O>CCO.N1CCCCC1>[Cl:14][C:10]1[CH:9]=[C:8]([NH:7][C:4]2[C:3]([C:15]([NH2:17])=[O:16])=[C:2]([N:1]=[CH:25][C:24]3[CH:27]=[CH:28][CH:29]=[C:22]([O:21][CH2:20][CH2:19][OH:18])[CH:23]=3)[NH:6][N:5]=2)[CH:13]=[CH:12][CH:11]=1. Reported procedure: 5-amino-3-((3-chlorophenyl)amino)-1H-pyrazole-4-carboxamide was then suspended in EtOH and 3-(2-hydroxyethoxy)-benzaldehyde (1 eq.) and piperidine (1 drop) were added. Stirred at reflux until intermediate was absent (HPLC). After reaction was complete (18 hrs) it was brought to room temperature and filtered to obtain product as a yellow powder. Powder was washed with EtOH. Product was allowed to dry under vacuum for 1 hr. Starting materials: COC(=O)CCc1ccc(O)c(C(C)(C)C)c1, Cc1ccccc1, O=N[O-], [Na+], O, O=[N+]([O-])O. Product: COC(=O)CCc1cc([N+](=O)[O-])c(O)c(C(C)(C)C)c1. As a reaction SMILES: [C:1]([CH3:2])([CH3:3])([CH3:4])[c:5]1[cH:6][c:7]([CH2:12][CH2:13][C:14](=[O:15])[O:16][CH3:17])[cH:8][cH:9][c:10]1[OH:11].[CH3:27][c:28]1[cH:29][cH:30][cH:31][cH:32][cH:33]1.[N:18](=[O:19])[O-:20].[Na+:21].[OH2:26].[OH:22][N+:23](=[O:24])[O-:25]>>[C:1]([CH3:2])([CH3:3])([CH3:4])[c:5]1[cH:6][c:7]([CH2:12][CH2:13][C:14](=[O:15])[O:16][CH3:17])[cH:8][c:9]([N+:18](=[O:19])[O-:20])[c:10]1[OH:11].